This data is from the Open Reaction Database (ORD), a public repository of structured organic reaction records. The task is: describe an organic reaction: reactants, conditions, products, and yield Reactants: N(=[N+]=[N-])CC=1C(=NC2=C(C=CC=C2C1)Cl)C1=C(C=CC(=C1)F)C(F)(F)F (3-(azidomethyl)-8-chloro-2-(5-fluoro-2-(trifluoromethyl)phenyl)-quinoline), CO (methanol). Reagents/catalysts: [Pd] (palladium). Run at time 30 minute. The product is ClC=1C=CC=C2C=C(C(=NC12)C1=C(C=CC(=C1)F)C(F)(F)F)CN ((8-chloro-2-(5-fluoro-2-(trifluoromethyl)phenyl)quinolin-3-yl)methanamine). RXN SMILES: [N:1]([CH2:4][C:5]1[C:6]([C:16]2[CH:21]=[C:20]([F:22])[CH:19]=[CH:18][C:17]=2[C:23]([F:26])([F:25])[F:24])=[N:7][C:8]2[C:13]([CH:14]=1)=[CH:12][CH:11]=[CH:10][C:9]=2[Cl:15])=[N+]=[N-].CO>[Pd]>[Cl:15][C:9]1[CH:10]=[CH:11][CH:12]=[C:13]2[C:8]=1[N:7]=[C:6]([C:16]1[CH:21]=[C:20]([F:22])[CH:19]=[CH:18][C:17]=1[C:23]([F:26])([F:24])[F:25])[C:5]([CH2:4][NH2:1])=[CH:14]2. Reported procedure: To a stirring solution of 8-chloro-3-(chloromethyl)-2-(5-fluoro-2-(trifluoro-methyl)phenyl)quinoline hydrochloride (0.3482 g, 0.8480 mmol) in DMF (4.240 mL, 0.8480 mmol) was added sodium azide (0.1103 g, 1.696 mmol) at room temperature and the mixture was stirred at room temperature. After 1.5 h, the mixture was partitioned between EtOAc (100 mL) and H2O (100 mL). The organic layer was washed with brine (50 mL×1), dried over Na2SO4, filtered, and concentrated under reduced pressure. The residue ... As a reaction SMILES: [CH2:12]1[CH2:13][O:14][CH2:15][CH2:16][NH:17]1.[CH:18]([Cl:19])([Cl:20])[Cl:21].[F:1][c:2]1[cH:3][cH:4][cH:5][c:6]([S:8](=[O:9])(=[O:10])[Cl:11])[n:7]1>>[F:1][c:2]1[cH:3][cH:4][cH:5][c:6]([S:8](=[O:9])(=[O:10])[N:17]2[CH2:12][CH2:13][O:14][CH2:15][CH2:16]2)[n:7]1. Product: O=S(=O)(c1cccc(F)n1)N1CCOCC1. The reactants are C1COCCN1, ClC(Cl)Cl, O=S(=O)(Cl)c1cccc(F)n1. Reactants: C(C1=CC=CC=C1)OC(=O)N1[C@@H](C[C@H](C1)OC(C)(C)C)C=1OC2=C(N1)C=CC=C2 ((2S,4R)-2-benzooxazol-2-yl-4-tert-butoxy-pyrrolidine-1-carboxylic acid benzyl ester), C(C1=CC=CC=C1)OC(=O)N1[C@@H](C[C@@H](C1)N)C=1OC=CN1 ((2S,4S)-4-amino-2-oxazol-2-yl-pyrrolidine-1-carboxylic acid benzyl ester). The product is C(C1=CC=CC=C1)OC(=O)N1[C@@H](C[C@@H](C1)N)C=1OC2=C(N1)C=CC=C2 ((2S,4S)-4-amino-2-benzooxazol-2-yl-pyrrolidine-1-carboxylic acid benzyl ester). As a reaction SMILES: [CH2:1]([O:8][C:9]([N:11]1[CH2:15][C@H:14](OC(C)(C)C)[CH2:13][C@H:12]1[C:21]1[O:22][C:23]2[CH:29]=[CH:28][CH:27]=[CH:26][C:24]=2[N:25]=1)=[O:10])[C:2]1[CH:7]=[CH:6][CH:5]=[CH:4][CH:3]=1.C(OC([N:40]1C[C@@H](N)C[C@H]1C1OC=CN=1)=O)C1C=CC=CC=1>>[CH2:1]([O:8][C:9]([N:11]1[CH2:15][C@@H:14]([NH2:40])[CH2:13][C@H:12]1[C:21]1[O:22][C:23]2[CH:29]=[CH:28][CH:27]=[CH:26][C:24]=2[N:25]=1)=[O:10])[C:2]1[CH:7]=[CH:6][CH:5]=[CH:4][CH:3]=1. Procedure details: (2S,4S)-4-amino-2-benzooxazol-2-yl-pyrrolidine-1-carboxylic acid benzyl ester was prepared from (2S,4R)-2-benzooxazol-2-yl-4-tert-butoxy-pyrrolidine-1-carboxylic acid benzyl ester in a similar reaction sequence used in the preparation of (2S,4S)-4-amino-2-oxazol-2-yl-pyrrolidine-1-carboxylic acid benzyl ester. MS calcd. for C19H20N3O3 [(M+H)+] 338, obsd. 338. The reactants are CCCCOCCOc1ccc(-c2ccc3c(c2)C=C(C(=O)Nc2ccc(SCc4c(C)ncn4CCC)cc2)CCN3CC(C)C)cc1, CSC, ClCCl, O, O=C(OO)c1cccc(Cl)c1. Product: CCCCOCCOc1ccc(-c2ccc3c(c2)C=C(C(=O)Nc2ccc(S(=O)Cc4c(C)ncn4CCC)cc2)CCN3CC(C)C)cc1. As a reaction SMILES: [CH2:1]([CH2:2][CH2:3][CH3:4])[O:5][CH2:6][CH2:7][O:8][c:9]1[cH:10][cH:11][c:12](-[c:15]2[cH:16][cH:17][c:18]3[c:19]([cH:49]2)[CH:20]=[C:21]([C:29](=[O:30])[NH:31][c:32]2[cH:33][cH:34][c:35]([S:38][CH2:39][c:40]4[c:41]([CH3:48])[n:42][cH:43][n:44]4[CH2:45][CH2:46][CH3:47])[cH:36][cH:37]2)[CH2:22][CH2:23][N:24]3[CH2:25][CH:26]([CH3:27])[CH3:28])[cH:13][cH:14]1.[CH3:61][S:62][CH3:63].[Cl:65][CH2:66][Cl:67].[OH2:64].[OH:50][O:51][C:52]([c:53]1[cH:54][c:55]([Cl:56])[cH:57][cH:58][cH:59]1)=[O:60]>>[CH2:1]([CH2:2][CH2:3][CH3:4])[O:5][CH2:6][CH2:7][O:8][c:9]1[cH:10][cH:11][c:12](-[c:15]2[cH:16][cH:17][c:18]3[c:19]([cH:49]2)[CH:20]=[C:21]([C:29](=[O:30])[NH:31][c:32]2[cH:33][cH:34][c:35]([S:38]([CH2:39][c:40]4[c:41]([CH3:48])[n:42][cH:43][n:44]4[CH2:45][CH2:46][CH3:47])=[O:50])[cH:36][cH:37]2)[CH2:22][CH2:23][N:24]3[CH2:25][CH:26]([CH3:27])[CH3:28])[cH:13][cH:14]1. The reactants are [H-].[Na+] (sodium hydride), C(C1=CC=CC=C1)(=O)C1=CC=CC=C1 (benzophenone), CS(=O)C (dimethylsulfoxide), [Br-].C(=O)(O)CCCCC[P+](C1=CC=CC=C1)(C1=CC=CC=C1)C1=CC=CC=C1 ((5-carboxypentyl)triphenylphosphonium bromide). Run in O1CCCC1 (tetrahydrofuran). The product is C1(=CC=CC=C1)C(=CCCCCC(=O)O)C1=CC=CC=C1 (7,7-diphenyl-6-heptenoic acid). Yield: 70.6%. As a reaction SMILES: [H-].[Na+].CS(C)=O.[Br-].[C:8]([CH2:11][CH2:12][CH2:13][CH2:14][CH2:15][P+](C1C=CC=CC=1)(C1C=CC=CC=1)C1C=CC=CC=1)([OH:10])=[O:9].[C:35]([C:43]1[CH:48]=[CH:47][CH:46]=[CH:45][CH:44]=1)(=O)[C:36]1[CH:41]=[CH:40][CH:39]=[CH:38][CH:37]=1>O1CCCC1>[C:36]1([C:35]([C:43]2[CH:48]=[CH:47][CH:46]=[CH:45][CH:44]=2)=[CH:15][CH2:14][CH2:13][CH2:12][CH2:11][C:8]([OH:10])=[O:9])[CH:41]=[CH:40][CH:39]=[CH:38][CH:37]=1 |f:0.1,3.4|. Reported procedure: The reaction was carried out as in Example 87 using the following reagents: sodium hydride (56% dispersion in oil; 8.6 g); dimethylsulfoxide (100 mL), (5-carboxypentyl)triphenylphosphonium bromide (37.64 g); benzophenone (18 g) and tetrahydrofuran (100 mL). The acid, isolated in the normal manner, was crystallized from hexane to give 16.3 g of 7,7-diphenyl-6-heptenoic acid, mp 71.5°-72.5° C. A portion was recrystallized from hexane to give the analytical sample, mp 72.5°-73.5° C. Anal. Calculate... The reactants are IC1=CC=C(C=C1)CC=1C(NNC1C(C)C)=O (1,2-dihydro-4-[(4-iodophenyl)methyl]-5-isopropyl-3H-pyrazol-3-one), CC(=O)OC[C@@H]1[C@@H]([C@@H]([C@H]([C@H](O1)Br)OC(=O)C)OC(=O)C)OC(=O)C (acetobromo-α-D-galactose), CC(=O)OC[C@@H]1[C@H]([C@@H]([C@H]([C@H](O1)Br)OC(=O)C)OC(=O)C)OC(=O)C (acetobromo-α-D-glucose). The product is C(C)(=O)O[C@H]1[C@@H](O[C@@H]([C@@H]([C@@H]1OC(C)=O)OC(C)=O)COC(C)=O)OC1=NNC(=C1CC1=CC=C(C=C1)I)C(C)C (3-(2,3,4,6-Tetra-O-acetyl-β-D-galactopyranosyloxy)-4-[(4-iodophenyl)methyl]-5-isopropyl-1H-pyrazole). As a reaction SMILES: [I:1][C:2]1[CH:7]=[CH:6][C:5]([CH2:8][C:9]2[C:10](=[O:17])[NH:11][NH:12][C:13]=2[CH:14]([CH3:16])[CH3:15])=[CH:4][CH:3]=1.[CH3:18][C:19]([O:21][CH2:22][C@H:23]1[O:28][C@H:27](Br)[C@H:26]([O:30][C:31]([CH3:33])=[O:32])[C@@H:25]([O:34][C:35]([CH3:37])=[O:36])[C@H:24]1[O:38][C:39]([CH3:41])=[O:40])=[O:20].CC(OC[C@H]1O[C@H](Br)[C@H](OC(C)=O)[C@@H](OC(C)=O)[C@@H]1OC(C)=O)=O>>[C:31]([O:30][C@@H:26]1[C@@H:25]([O:34][C:35](=[O:36])[CH3:37])[C@@H:24]([O:38][C:39](=[O:40])[CH3:41])[C@@H:23]([CH2:22][O:21][C:19](=[O:20])[CH3:18])[O:28][C@H:27]1[O:17][C:10]1[C:9]([CH2:8][C:5]2[CH:6]=[CH:7][C:2]([I:1])=[CH:3][CH:4]=2)=[C:13]([CH:14]([CH3:15])[CH3:16])[NH:12][N:11]=1)(=[O:32])[CH3:33]. Procedure: The title compound was prepared in a similar manner to that described in Reference Example 12 using 1,2-dihydro-4-[(4-iodophenyl)methyl]-5-isopropyl-3H-pyrazol-3-one and acetobromo-α-D-galactose instead of 4-{[4-(2-benzyloxy-carbonyl-2-methylpropoxy)phenyl]methyl}-1,2-dihydro-5-isopropyl-3H-pyrazol-3-one and acetobromo-α-D-glucose, respectively. The reactants are Fc1ccccc1C1=NCC(=S)Nc2ccc(Cl)cc21, N, C1CCOC1. Yields the product NC1=Nc2ccc(Cl)cc2C(c2ccccc2F)=NC1. Reaction SMILES: [Cl:2][c:3]1[cH:4][cH:5][c:6]2[c:7]([cH:21]1)[C:8]([c:14]1[c:15]([F:20])[cH:16][cH:17][cH:18][cH:19]1)=[N:9][CH2:10][C:11](=[S:13])[NH:12]2.[NH3:1].[O:22]1[CH2:23][CH2:24][CH2:25][CH2:26]1>>[NH2:1][C:11]1=[N:12][c:6]2[cH:5][cH:4][c:3]([Cl:2])[cH:21][c:7]2[C:8]([c:14]2[c:15]([F:20])[cH:16][cH:17][cH:18][cH:19]2)=[N:9][CH2:10]1.